Dataset: the Open Reaction Database (ORD), a public repository of structured organic reaction records. Task: describe an organic reaction: reactants, conditions, products, and yield The reactants are C(C1=CC=CC=C1)(=O)C1=C(C(=O)O)C=C(C(=C1)C)C (2-benzoyl-4,5-dimethylbenzoic acid), CC(=O)C (acetone), C([O-])([O-])=O.[K+].[K+] (potassium carbonate), BrC(C(=O)OCC)C(=O)OCC (diethyl bromomalonate). The solvent is CN(C=O)C (dimethylformamide). Reaction conditions: time 60 hour. Yields the product CC=1C=C2C(=C(OC(=O)C2=CC1C)C(=O)O)C1=CC=CC=C1 (6,7-Dimethyl-4-phenylisocoumarin-3-carboxylic acid). Reaction SMILES: [C:1]([C:9]1[CH:17]=[C:16]([CH3:18])[C:15]([CH3:19])=[CH:14][C:10]=1[C:11]([OH:13])=[O:12])(=O)[C:2]1[CH:7]=[CH:6][CH:5]=[CH:4][CH:3]=1.CC(C)=O.C(=O)([O-])[O-].[K+].[K+].Br[CH:31](C(OCC)=O)[C:32]([O:34]CC)=[O:33]>CN(C)C=O>[CH3:18][C:16]1[CH:17]=[C:9]2[C:10](=[CH:14][C:15]=1[CH3:19])[C:11](=[O:12])[O:13][C:31]([C:32]([OH:34])=[O:33])=[C:1]2[C:2]1[CH:7]=[CH:6][CH:5]=[CH:4][CH:3]=1 |f:2.3.4|. Reported procedure: A mixture of 2-benzoyl-4,5-dimethylbenzoic acid (11.4 g), acetone (300 ml), dimethylformamide (10 ml), potassium carbonate (6.83 g) and diethyl bromomalonate (12.84 g) was stirred at room temperature for 60 hours. The solvent was then distilled off and ethyl acetate was added to the residue. The mixture was washed with water and dried (Na2SO4) and the solvent was distilled off. To the residue were added acetic acid (180 ml) and hydrochloric acid (180 ml) and the mixture was heated at 110° C. for...